The task is: describe an organic reaction: reactants, conditions, products, and yield. This data is from the Open Reaction Database (ORD), a public repository of structured organic reaction records. Reactants: S1C(=NC=C1)C=O (2-thiazolecarboxaldehyde), [BH4-].[Na+] (NaBH4), ice water, C(C)OC(CN)OCC (aminoacetaldehyde diethylacetal), CC=1C=CC(=CC1)S(=O)(=O)O (TsOH), C(#N)[S-].[K+] (KSCN), Cl (HCl). Run in C(C)O (ethanol), O (water), C(C)O (ethanol), O (water). Yields the product S1C(=NC=C1)CN1C(NC=C1)=S (1,3-Dihydro-1-(2-thiazolylmethyl)-2H-imidazole-2-thione). Reaction SMILES: [S:1]1[CH:5]=[CH:4][N:3]=[C:2]1[CH:6]=O.C(O[CH:11](OCC)[CH2:12][NH2:13])C.CC1C=CC(S(O)(=O)=O)=CC=1.[BH4-].[Na+].[C:30]([S-:32])#[N:31].[K+].Cl>C(O)C.O>[S:1]1[CH:5]=[CH:4][N:3]=[C:2]1[CH2:6][N:13]1[CH:12]=[CH:11][NH:31][C:30]1=[S:32] |f:3.4,5.6|. Reported procedure: In a 500 ml round bottom blask is placed 6 g (0.053 mol) 2-thiazolecarboxaldehyde, 7.0 g (0.053 mol) aminoacetaldehyde diethylacetal, 0.1 g TsOH and 150 ml ethanol. The reaction is refluxed 2 hours, cooled and concentrated. The residue is redissolved in 200 ml ethanol and 2.3 g (0.06 mol) NaBH4 added. The reaction is refluxed 4 hours then poured onto 500 ml water. The amino derivative is extracted into CH2Cl2 (2×100 ml), dried (Na2SO4) and concentrated to give an orange oil. The entire product i... Reactants: CCOC(=O)C(Cc1cccc(OCCc2ccc(OS(C)(=O)=O)cc2)c1)OCC, [Li+], C1CCOC1, [OH-], O, O. Product: CCOC(Cc1cccc(OCCc2ccc(OS(C)(=O)=O)cc2)c1)C(=O)O. RXN SMILES: [CH2:4]([CH3:5])[O:6][C:7]([CH:8]([CH2:9][c:10]1[cH:11][c:12]([O:16][CH2:17][CH2:18][c:19]2[cH:20][cH:21][c:22]([O:25][S:26](=[O:27])(=[O:28])[CH3:29])[cH:23][cH:24]2)[cH:13][cH:14][cH:15]1)[O:30][CH2:31][CH3:32])=[O:33].[Li+:3].[O:35]1[CH2:36][CH2:37][CH2:38][CH2:39]1.[OH-:2].[OH2:1].[OH2:34]>>[O:6]=[C:7]([CH:8]([CH2:9][c:10]1[cH:11][c:12]([O:16][CH2:17][CH2:18][c:19]2[cH:20][cH:21][c:22]([O:25][S:26](=[O:27])(=[O:28])[CH3:29])[cH:23][cH:24]2)[cH:13][cH:14][cH:15]1)[O:30][CH2:31][CH3:32])[OH:33]. Starting materials: CC1=C(C=C2C(=N1)CCCCC2)C(=O)OCC (Ethyl 2-methyl-6,7,8,9-tetrahydro-5H-cyclohepta[b]pyridine-3-carboxylate), Cl (hydrochloric acid). The solvent is [OH-].[Na+] (sodium hydroxide). The product is CC1=C(C=C2C(=N1)CCCCC2)C(=O)O (2-Methyl-6,7,8,9-tetrahydro-5H-cyclohepta[b]pyridine-3-carboxylic acid). Isolated yield 72.5%. Reaction SMILES: [CH3:1][C:2]1[N:7]=[C:6]2[CH2:8][CH2:9][CH2:10][CH2:11][CH2:12][C:5]2=[CH:4][C:3]=1[C:13]([O:15]CC)=[O:14].Cl>[OH-].[Na+]>[CH3:1][C:2]1[N:7]=[C:6]2[CH2:8][CH2:9][CH2:10][CH2:11][CH2:12][C:5]2=[CH:4][C:3]=1[C:13]([OH:15])=[O:14] |f:2.3|. Reported procedure: Ethyl 2-methyl-6,7,8,9-tetrahydro-5H-cyclohepta[b]pyridine-3-carboxylate (3.05 g, 13.1 mmol) was suspended in 5% sodium hydroxide aqueous solution (20.0 ml) and heated under reflux for 1 hour. After cooling to room temperature, this was adjusted to pH 4 by adding concentrated hydrochloric acid and extracted with chloroform-methanol (4:1) mixed solvent. The thus obtained organic layer was washed with saturated brine and then dried over anhydrous sodium sulfate. By evaporating the solvent under re... Reactants: CS(=O)(=O)Cl, O, CC(C)(C)OC(=O)N1CC(O)C1, c1ccncc1. The product is CC(C)(C)OC(=O)N1CC(OS(C)(=O)=O)C1. RXN SMILES: [CH3:13][S:14]([Cl:15])(=[O:16])=[O:17].[OH2:18].[OH:1][CH:2]1[CH2:3][N:4]([C:6](=[O:7])[O:8][C:9]([CH3:10])([CH3:11])[CH3:12])[CH2:5]1.[cH:19]1[cH:20][cH:21][n:22][cH:23][cH:24]1>>[O:1]([CH:2]1[CH2:3][N:4]([C:6](=[O:7])[O:8][C:9]([CH3:10])([CH3:11])[CH3:12])[CH2:5]1)[S:14]([CH3:13])(=[O:16])=[O:17]. Reactants: OC1CC(N(C1)C(C1=CC2=C(C=C1)OCO2)=O)C(=O)O (4-hydroxy-1-(3,4-methylenedioxybenzoyl)pyrrolidine-2-carboxylic acid), OC1CC(N(C1)C(C1=CC(=C(C(=C1)OC)OC)OC)=O)C(=O)O (4-HYDROXY-1-(3,4,5-TRIMETHOXYBENZOYL)PYRROLIDINE-2-CARBOXYLIC ACID). Product: COC(=O)C1N(CC(C1)O)C(C1=CC(=C(C(=C1)OC)OC)OC)=O (METHYL4-HYDROXY-1-(3,4,5-TRIMETHOXYBENZOYL)PYRROLIDINE-2-CARBOXYLATE). Isolated yield 40.0%. RXN SMILES: O[CH:2]1CN(C(=O)C2C=CC3OCOC=3C=2)C(C(O)=O)C1.[OH:21][CH:22]1[CH2:26][N:25]([C:27](=[O:40])[C:28]2[CH:33]=[C:32]([O:34][CH3:35])[C:31]([O:36][CH3:37])=[C:30]([O:38][CH3:39])[CH:29]=2)[CH:24]([C:41]([OH:43])=[O:42])[CH2:23]1>>[CH3:2][O:42][C:41]([CH:24]1[CH2:23][CH:22]([OH:21])[CH2:26][N:25]1[C:27](=[O:40])[C:28]1[CH:29]=[C:30]([O:38][CH3:39])[C:31]([O:36][CH3:37])=[C:32]([O:34][CH3:35])[CH:33]=1)=[O:43]. Procedure: By carrying out the procedure as in Example 11, but replacing 4-hydroxy-1-(3,4-methylenedioxybenzoyl)pyrrolidine-2-carboxylic acid by the 4-hydroxy-1-(3,4,5-trimethoxybenzoyl)pyrrolidine-2-carboxylic acid obtained in Example 8, the title product is obtained. The reactants are CC#N, O=C1CCC(=O)N1Cl, CC(C)c1cc(C(F)(F)F)n[nH]1. Product: CC(C)c1[nH]nc(C(F)(F)F)c1Cl. RXN SMILES: [CH3:21][C:22]#[N:23].[Cl:13][N:14]1[C:15](=[O:16])[CH2:17][CH2:18][C:19]1=[O:20].[F:1][C:2]([c:3]1[n:4][nH:5][c:6]([CH:8]([CH3:9])[CH3:10])[cH:7]1)([F:11])[F:12]>>[F:1][C:2]([c:3]1[n:4][nH:5][c:6]([CH:8]([CH3:9])[CH3:10])[c:7]1[Cl:13])([F:11])[F:12]. Reactants: FC(F)(F)[Si](C)(C)C ((Trifluoromethyl)trimethylsilane), [F-].C(CCC)[N+](CCCC)(CCCC)CCCC (tetrabutylammonium fluoride), C(C)(=O)C1=CN=C2N1C[C@@H](CC[C@H]2NC(OC(C)(C)C)=O)C2=C(C(=CC=C2)F)F (tert-butyl (6S,9R)-3-acetyl-6-(2,3-difluorophenyl)-6,7,8,9-tetrahydro-5H-imidazo[1,2-a]azepin-9-ylcarbamate), FC(F)(F)[Si](C)(C)C ((trifluoromethyl)trimethylsilane), [F-].C(CCC)[N+](CCCC)(CCCC)CCCC (tetrabutylammonium fluoride). Solvent: O1CCCC1 (tetrahydrofuran). Run at time 5 minute. Product: FC1=C(C=CC=C1F)[C@@H]1CC[C@H](C=2N(C1)C(=CN2)C(C(F)(F)F)(C)O)NC(OC(C)(C)C)=O (tert-Butyl (6S,9R)-6-(2,3-difluorophenyl)-3-(2,2,2-trifluoro-1-hydroxy-1-methylethyl)-6,7,8,9-tetrahydro-5H-imidazo[1,2-a]azepin-9-ylcarbamate). Isolated yield 31.3%. RXN SMILES: [F:1][C:2]([Si](C)(C)C)([F:4])[F:3].[F-].C([N+](CCCC)(CCCC)CCCC)CCC.[C:27]([C:30]1[N:34]2[CH2:35][C@H:36]([C:48]3[CH:53]=[CH:52][CH:51]=[C:50]([F:54])[C:49]=3[F:55])[CH2:37][CH2:38][C@@H:39]([NH:40][C:41](=[O:47])[O:42][C:43]([CH3:46])([CH3:45])[CH3:44])[C:33]2=[N:32][CH:31]=1)(=[O:29])[CH3:28]>O1CCCC1>[F:55][C:49]1[C:50]([F:54])=[CH:51][CH:52]=[CH:53][C:48]=1[C@H:36]1[CH2:35][N:34]2[C:30]([C:27]([OH:29])([CH3:28])[C:2]([F:4])([F:3])[F:1])=[CH:31][N:32]=[C:33]2[C@H:39]([NH:40][C:41](=[O:47])[O:42][C:43]([CH3:46])([CH3:45])[CH3:44])[CH2:38][CH2:37]1 |f:1.2|. Procedure details: (Trifluoromethyl)trimethylsilane (0.273 mL, 1.85 mmol) and tetrabutylammonium fluoride (1.0 M in tetrahydrofuran; 74 μL, 0.074 mmol) were sequentially added to a solution of tert-butyl (6S,9R)-3-acetyl-6-(2,3-difluorophenyl)-6,7,8,9-tetrahydro-5H-imidazo[1,2-a]azepin-9-ylcarbamate (150 mg, 0.37 mmol) in tetrahydrofuran (1 mL). After 5 min, additional (trifluoromethyl)trimethylsilane (100 μL, 0.678 mmol) and tetrabutylammonium fluoride (1.0 M in tetrahydrofuran; 25 μL, 0.025 mmol) were added. Aft... Reactants: Cl (hydrochloric acid), O1CCCC=C1 (dihydropyran), C([O-])([O-])=O.[Ca+2] (Calcium carbonate), CC1([C@@H]([C@@H]1\C=C/C(O)=O)C(=O)OC(C1=CC(=CC=C1)OC1=CC=CC=C1)C#N)C (α-cyano-3-phenoxy-benzyl(1R,cis,Z)2,2-dimethyl-3-[3-oxo-3-hydroxy-1-propenyl]-cyclopropane-carboxylate), C(C)(=O)O (acetic acid). The solvent is C(Cl)Cl (methylene chloride). Reaction conditions: time 30 minute. Product: CC1([C@@H]([C@@H]1\C=C/C(OC1OCCCC1)=O)C(=O)OC(C1=CC(=CC=C1)OC1=CC=CC=C1)C#N)C (α-cyano-3-phenoxy-benzyl(1R,cis,Z)2,2-dimethyl-3-[3-oxo-3-(tetrahydropyran-2-yloxy)-1-propenyl]-cyclopropane-carboxylate). Reaction SMILES: Cl.[CH3:2][C:3]1([CH3:30])[C@@H:5](/[CH:6]=[CH:7]\[C:8](=[O:10])[OH:9])[C@H:4]1[C:11]([O:13][CH:14]([C:28]#[N:29])[C:15]1[CH:20]=[CH:19][CH:18]=[C:17]([O:21][C:22]2[CH:27]=[CH:26][CH:25]=[CH:24][CH:23]=2)[CH:16]=1)=[O:12].C(O)(=O)C.[O:35]1[CH:40]=[CH:39][CH2:38][CH2:37][CH2:36]1.C(=O)([O-])[O-].[Ca+2]>C(Cl)Cl>[CH3:2][C:3]1([CH3:30])[C@@H:5](/[CH:6]=[CH:7]\[C:8](=[O:9])[O:10][CH:36]2[CH2:37][CH2:38][CH2:39][CH2:40][O:35]2)[C@H:4]1[C:11]([O:13][CH:14]([C:28]#[N:29])[C:15]1[CH:20]=[CH:19][CH:18]=[C:17]([O:21][C:22]2[CH:27]=[CH:26][CH:25]=[CH:24][CH:23]=2)[CH:16]=1)=[O:12] |f:4.5|. Procedure details: A methanolic N hydrochloric acid solution was added dropwise at 15° C. with stirring to a mixture of 1.5 g of α-cyano-3-phenoxy-benzyl(1R,cis,Z)2,2-dimethyl-3-[3-oxo-3-hydroxy-1-propenyl]-cyclopropane-carboxylate solvated with one mole of acetic acid, 4.5 ml of dihydropyran and 10 ml of methylene chloride and the mixture was stirred at room temperature for 30 minutes. Calcium carbonate was added to the mixture which was then filtered. The filtrate was evaporated to dryness under reduced pressure... Starting materials: CC1=C(C(=O)C(C(=O)OCC)=COCC)C(=CC(=C1F)F)F (ethyl 2-(2-methyl-3,4,6-trifluorobenzoyl)-3-ethoxyacrylate), FC1=CC=C(N)C=C1 (p-fluoroaniline). Yields the product CC1=C(C(=O)C(C(=O)OCC)=CNC2=CC=C(C=C2)F)C(=CC(=C1F)F)F (ethyl 2-(2-methyl-3,4,6-trifluorobenzoyl)-3-(4-fluorophenyl)aminoacrylate). As a reaction SMILES: [CH3:1][C:2]1[C:19]([F:20])=[C:18]([F:21])[CH:17]=[C:16]([F:22])[C:3]=1[C:4]([C:6](=[CH:12]OCC)[C:7]([O:9][CH2:10][CH3:11])=[O:8])=[O:5].[F:23][C:24]1[CH:30]=[CH:29][C:27]([NH2:28])=[CH:26][CH:25]=1>>[CH3:1][C:2]1[C:19]([F:20])=[C:18]([F:21])[CH:17]=[C:16]([F:22])[C:3]=1[C:4]([C:6](=[CH:12][NH:28][C:27]1[CH:29]=[CH:30][C:24]([F:23])=[CH:25][CH:26]=1)[C:7]([O:9][CH2:10][CH3:11])=[O:8])=[O:5]. Reported procedure: Employing ethyl 2-(2-methyl-3,4,6-trifluorobenzoyl)-3-ethoxyacrylate (1.0 g) and p-fluoroaniline (0.39 g), the procedure of Reference Example 8 is repeated to give ethyl 2-(2-methyl-3,4,6-trifluorobenzoyl)-3-(4-fluorophenyl)aminoacrylate, which is then treated with 60% sodium hydride (0.15 g) as in Reference Example 9 to give ethyl 1-(4-fluorophenyl)-5-methyl-6,7-difluoro-1,4-dihydro-4- oxoquinoline-3-carboxylate (0.64 g), as white crystals (recrystallized from ethanol), m.p. 256°-259° C. Starting materials: CCCCCC (hexane), NC1=CC2=C(OCC2(C)C)C(=C1)C(C)(C)C (5-amino-7-tert-butyl-3,3-dimethyl-2,3-dihydrobenzo[b]furan), CN(C)C1=NC=CC=C1 (dimethylaminopyridine), C(CC)(=O)Cl (propionyl chloride). Solvent: CCOC(=O)C (EtOAc), C(Cl)Cl (CH2Cl2), CCOCC (Et2O). Reaction conditions: time 1 hour. The product is C(C)(C)(C)C1=CC(=CC2=C1OCC2(C)C)NC(CC)=O (N-(7-tert-butyl-3,3-dimethyl-2,3-dihydrobenzo[b]-furan-5-yl)propanamide). Reaction SMILES: [NH2:1][C:2]1[CH:12]=[C:11]([C:13]([CH3:16])([CH3:15])[CH3:14])[C:5]2[O:6][CH2:7][C:8]([CH3:10])([CH3:9])[C:4]=2[CH:3]=1.CN(C1C=CC=CN=1)C.[C:26](Cl)(=[O:29])[CH2:27][CH3:28].CCCCCC>C(Cl)Cl.CCOCC.CCOC(C)=O>[C:13]([C:11]1[C:5]2[O:6][CH2:7][C:8]([CH3:10])([CH3:9])[C:4]=2[CH:3]=[C:2]([NH:1][C:26](=[O:29])[CH2:27][CH3:28])[CH:12]=1)([CH3:16])([CH3:15])[CH3:14]. Procedure: To a solution of 5-amino-7-tert-butyl-3,3-dimethyl-2,3-dihydrobenzo[b]furan (400 mg, 1.84 mmol) and dimethylaminopyridine (61 mg, 0.50 mmol) in CH2Cl2 (5 mL) is added at 24° C. propionyl chloride (160 μL, 1.84 mmol) in a single portion. The reaction is stirred for 1 h, and monitored by TLC (hexane:EtOAc, 9:1). The mixture is diluted with Et2O (5 mL), and a fine precipitate is filtered off. The filtrate is evaporated to an orange solid which is purified by preparative TLC (hexane:EtOAc, 9:1) to y...